Dataset: the Open Reaction Database (ORD), a public repository of structured organic reaction records. Task: describe an organic reaction: reactants, conditions, products, and yield The reactants are N#Cc1cccc2c1c(C=O)nn2Cc1cc(-c2ccc(Cl)s2)on1, OO. Yields the product N#Cc1cccc2c1c(C(=O)O)nn2Cc1cc(-c2ccc(Cl)s2)on1. Reaction SMILES: [Cl:1][c:2]1[cH:3][cH:4][c:5](-[c:7]2[cH:8][c:9]([CH2:12][n:13]3[n:14][c:15]([CH:24]=[O:25])[c:16]4[c:17]([C:22]#[N:23])[cH:18][cH:19][cH:20][c:21]34)[n:10][o:11]2)[s:6]1.[OH:26][OH:27]>>[Cl:1][c:2]1[cH:3][cH:4][c:5](-[c:7]2[cH:8][c:9]([CH2:12][n:13]3[n:14][c:15]([C:24](=[O:25])[OH:26])[c:16]4[c:17]([C:22]#[N:23])[cH:18][cH:19][cH:20][c:21]34)[n:10][o:11]2)[s:6]1. Starting materials: CC(=O)NC#N, CN(C)C=O, C=COCCCl, [I-], [K+], [Na]. Product: C=COCCN(C#N)C(C)=O. RXN SMILES: [C:2]([CH3:3])(=[O:4])[NH:5][C:6]#[N:7].[CH3:16][N:17]([CH3:18])[CH:19]=[O:20].[CH:8](=[CH2:9])[O:10][CH2:11][CH2:12][Cl:13].[I-:15].[K+:14].[Na:1]>>[C:2]([CH3:3])(=[O:4])[N:5]([C:6]#[N:7])[CH2:12][CH2:11][O:10][CH:8]=[CH2:9]. Reactants: COC(=O)C1(NC(=O)OC(C)(C)C)CCN(C(=O)OCc2ccccc2)CC1, CO. Yields the product COC(=O)C1(NC(=O)OC(C)(C)C)CCNCC1. As a reaction SMILES: [C:1]([O:2][CH2:3][c:4]1[cH:5][cH:6][cH:7][cH:8][cH:9]1)(=[O:10])[N:11]1[CH2:12][CH2:13][C:14]([C:17](=[O:18])[O:19][CH3:20])([NH:21][C:22](=[O:23])[O:24][C:25]([CH3:26])([CH3:27])[CH3:28])[CH2:15][CH2:16]1.[CH3:29][OH:30]>>[NH:11]1[CH2:12][CH2:13][C:14]([C:17](=[O:18])[O:19][CH3:20])([NH:21][C:22](=[O:23])[O:24][C:25]([CH3:26])([CH3:27])[CH3:28])[CH2:15][CH2:16]1. Starting materials: BrC1=CC=C(CBr)C=C1 (4-bromo-benzyl bromide), [I-].[K+] (potassium iodide), ClC=1C=C2C=C(NC2=CC1Cl)CC(F)(F)F (5,6-Dichloro-2-(2,2,2-trifluoro-ethyl)-1H-indole), [H-].[Na+] (NaH), ClC1=CC=CC=2N(C(=NC21)CC(F)(F)F)Cl (dichloro-2-(2,2,2-trifluoro-ethyl)-1H-benzoimidazole), [NH4+].[Cl-] (NH4Cl). Solvent: CN(C)C=O (DMF). Conditions: temperature 0 celsius, time 0.5 hour. Yields the product EtOAc hexanes, BrC1=CC=C(CN2C(=NC3=C2C=C(C(=C3)Cl)Cl)CC(F)(F)F)C=C1 (1-(4-Bromo-benzyl)-5,6-dichloro-2-(2,2,2-trifluoro-ethyl)-1H-benzoimidazole). The yield is 0.0%. Reaction SMILES: [H-].[Na+].ClC1C2N=C(CC(F)(F)F)[N:9](Cl)C=2C=CC=1.[Cl:19][C:20]1[CH:21]=[C:22]2[C:26](=[CH:27][C:28]=1[Cl:29])[NH:25][C:24]([CH2:30][C:31]([F:34])([F:33])[F:32])=C2.[Br:35][C:36]1[CH:43]=[CH:42][C:39]([CH2:40]Br)=[CH:38][CH:37]=1.[I-].[K+].[NH4+].[Cl-]>CN(C=O)C>[Br:35][C:36]1[CH:43]=[CH:42][C:39]([CH2:40][N:9]2[C:22]3[CH:21]=[C:20]([Cl:19])[C:28]([Cl:29])=[CH:27][C:26]=3[N:25]=[C:24]2[CH2:30][C:31]([F:32])([F:33])[F:34])=[CH:38][CH:37]=1 |f:0.1,5.6,7.8|. Procedure: NaH (60%) 120 mg, 3 mmol) was added into a solution of dichloro-2-(2,2,2-trifluoro-ethyl)-1H-benzoimidazole. 5,6-Dichloro-2-(2,2,2-trifluoro-ethyl)-1H-indole (538 mg, 2 mmol) in DMF (5 ml) at 0° C. The resulting mixture was stirred at 0° C. for half hour. 4-bromo-benzyl bromide (749.8 mg, 3 mmol) and potassium iodide (498 mg, 3 mmol) were then added to the reaction mixture at 0° C. The reaction temperature was raised to 25° C. and then the reaction mixture was stirred for 18 hours. NH4Cl (aq.) w... Starting materials: C(C)(=O)NC1=C(NC2=CC(=CC=C12)Cl)C(C1=CC(=CC=C1)C(=O)O)=O (3-acetylamino-6-chloro-2-(3-carboxybenzoyl)indole), Cl.CO (HCl MeOH). Conditions: temperature 60 celsius. The product is NC1=C(NC2=CC(=CC=C12)Cl)C(C1=CC(=CC=C1)C(=O)OC)=O (3-Amino-6-chloro-2-(3-methoxycarbonylbenzoyl)indole). Reaction SMILES: C([NH:4][C:5]1[C:13]2[C:8](=[CH:9][C:10]([Cl:14])=[CH:11][CH:12]=2)[NH:7][C:6]=1[C:15](=[O:25])[C:16]1[CH:21]=[CH:20][CH:19]=[C:18]([C:22]([OH:24])=[O:23])[CH:17]=1)(=O)C.Cl.[CH3:27]O>>[NH2:4][C:5]1[C:13]2[C:8](=[CH:9][C:10]([Cl:14])=[CH:11][CH:12]=2)[NH:7][C:6]=1[C:15](=[O:25])[C:16]1[CH:21]=[CH:20][CH:19]=[C:18]([C:22]([O:24][CH3:27])=[O:23])[CH:17]=1 |f:1.2|. Reported procedure: A mixture of 3-acetylamino-6-chloro-2-(3-carboxybenzoyl)indole (Example 132, 0.9 g, 2.5 mmol) and 10% HCl—MeOH (30 ml) was heated at 60° C. for 8 h. The mixture was cooled and concentrated, and the residue partitioned between water (100 ml) and ethyl acetate (100 ml). The organic layer was separated and washed with brine (50 ml), and dried (MgSO4) and solvent removed by evaporation. The residual solid was purified by flash column chromatography eluting with hexane/ethyl acetate (2/1) to afford 0... Starting materials: CC=1C=CC(=C(C(=O)O)C1)C1=NC=CN=C1 (5-methyl-2-(pyrazin-2-yl)benzoic acid), ClC1=NC=CC(=N1)C (2-chloro-4-methylpyrimidine). Product: CC=1C=CC(=C(C(=O)O)C1)C1=NC=CC(=N1)C (5-Methyl-2-(4-methylpyrimidin-2-yl)benzoic acid). As a reaction SMILES: [CH3:1][C:2]1[CH:3]=[CH:4][C:5]([C:11]2C=N[CH:14]=[CH:13][N:12]=2)=[C:6]([CH:10]=1)[C:7]([OH:9])=[O:8].ClC1N=C(C)[CH:21]=[CH:20][N:19]=1>>[CH3:1][C:2]1[CH:3]=[CH:4][C:5]([C:11]2[N:12]=[C:13]([CH3:14])[CH:21]=[CH:20][N:19]=2)=[C:6]([CH:10]=1)[C:7]([OH:9])=[O:8]. Procedure details: The title compound was prepared following the same general protocol as described for 5-methyl-2-(pyrazin-2-yl)benzoic acid in Example A19, starting from 2-chloro-4-methylpyrimidine. ESI-MS (m/z): 229 [M+1]+. The reactants are CC(C)(C)OC(=O)N1C(CC2CCCOC2)COC1(C)C, O=C(O)C(F)(F)F, O. The product is NC(CO)CC1CCCOC1. As a reaction SMILES: [CH3:1][C:2]1([CH3:7])[O:3][CH2:4][CH:5]([CH2:14][CH:15]2[CH2:16][O:17][CH2:18][CH2:19][CH2:20]2)[N:6]1[C:8]([O:9][C:10]([CH3:11])([CH3:12])[CH3:13])=[O:21].[F:22][C:23]([F:24])([F:25])[C:26]([OH:27])=[O:28].[OH2:29]>>[OH:3][CH2:4][CH:5]([NH2:6])[CH2:14][CH:15]1[CH2:16][O:17][CH2:18][CH2:19][CH2:20]1. The reactants are CO, ClC(Cl)Cl, COC(=O)CCn1cnc2c(N)ncnc21. Product: Nc1ncnc2c1ncn2CCC(=O)O. As a reaction SMILES: [CH3:21][OH:22].[Cl:17][CH:18]([Cl:19])[Cl:20].[n:1]1[cH:2][n:3][c:4]2[n:5]([CH2:11][CH2:12][C:13](=[O:14])[O:15][CH3:16])[cH:6][n:7][c:8]2[c:9]1[NH2:10]>>[n:1]1[cH:2][n:3][c:4]2[n:5]([CH2:11][CH2:12][C:13](=[O:14])[OH:15])[cH:6][n:7][c:8]2[c:9]1[NH2:10].